Dataset: the Open Reaction Database (ORD), a public repository of structured organic reaction records. Task: describe an organic reaction: reactants, conditions, products, and yield Starting materials: Cl (hydrochloric acid), O1CCOCC1 (1,4-dioxane), C(C)(=O)NC=1C(=CC2=C(C3C(C(O2)(C)C)O3)C1)[N+](=O)[O-] (6-acetoamido-3,4-epoxy-3,4-dihydro-2,2-dimethyl-7-nitro-2H-1-benzopyran), [OH-].[Na+] (sodium hydroxide). Solvent: O (water), O (water). Conditions: time 4 hour. The product is NC=1C(=CC2=C(C3C(C(O2)(C)C)O3)C1)[N+](=O)[O-] (6-amino-3,4-epoxy-3,4-dihydro-2,2-dimethyl-7-nitro-2H-1-benzopyran). The yield is 22.0%. Reaction SMILES: O1CCOCC1.C([NH:10][C:11]1[C:12]([N+:24]([O-:26])=[O:25])=[CH:13][C:14]2[O:19][C:18]([CH3:21])([CH3:20])[CH:17]3[O:22][CH:16]3[C:15]=2[CH:23]=1)(=O)C.[OH-].[Na+].Cl>O>[NH2:10][C:11]1[C:12]([N+:24]([O-:26])=[O:25])=[CH:13][C:14]2[O:19][C:18]([CH3:21])([CH3:20])[CH:17]3[O:22][CH:16]3[C:15]=2[CH:23]=1 |f:2.3|. Procedure: A mixed solution of a 1,4-dioxane (152 mL) and water (76 mL) in which a 6-acetoamido-3,4-epoxy-3,4-dihydro-2,2-dimethyl-7-nitro-2H-1-benzopyran (synthesized according to the method of Evans, J. M., et al., J. Med. Chem. 1984, 27, 1127) (7.6 g, 27 mmol) and sodium hydroxide (5.6 g, 5.0 eq.) were dissolved was stirred at room temperature for four hours. After the mixture was neutoralized with hydrochloric acid, the resulting product was diluted by a saturated saline water, extracted with an ethyl ... The product is CC(C)(C)C=1C=C(C=C(C1O)C(C)(C)C)C=C1C(NCS1)=O (5-[[3,5-bis(1,1-dimethylethyl)-4-hydroxyphenyl]methylene]-4-thiazolidinone). Reaction SMILES: [CH3:1][C:2]([C:5]1[CH:6]=[C:7]([CH:16]=[C:17]2[S:21][C:20](=S)[NH:19][C:18]2=[O:23])[CH:8]=[C:9]([C:12]([CH3:15])([CH3:14])[CH3:13])[C:10]=1[OH:11])([CH3:4])[CH3:3]>C(O)C.[Pd]>[CH3:4][C:2]([C:5]1[CH:6]=[C:7]([CH:16]=[C:17]2[S:21][CH2:20][NH:19][C:18]2=[O:23])[CH:8]=[C:9]([C:12]([CH3:13])([CH3:14])[CH3:15])[C:10]=1[OH:11])([CH3:1])[CH3:3]. The yield is 7.2%. Procedure details: A solution of 69.90 g of 5-[[3,5-bis(1,1-dimethylethyl)-4-hydroxyphenyl]methylene}-2-thioxo-4-thiazolidinone in 4 liters of ethanol was hydrogenated at 500 pounds per square inch (psi) in the presence of 200 g of 5% palladium on carbon overnight at 100° C. The reaction mixture was filtered and evaporated to dryness. In sections, the material was dissolved in 1 volume of hot ethyl acetate, diluted with 2 volumes of hexane, filtered, and loaded onto a silica gel chromatography column. Elution with... Reactants: CC(C)(C)C=1C=C(C=C(C1O)C(C)(C)C)C=C1C(NC(S1)=S)=O (5-[[3,5-bis(1,1-dimethylethyl)-4-hydroxyphenyl]methylene}-2-thioxo-4-thiazolidinone). The solvent is C(C)O (ethanol). The reagents and catalysts are [Pd] (palladium on carbon).